This data is from the Open Reaction Database (ORD), a public repository of structured organic reaction records. The task is: describe an organic reaction: reactants, conditions, products, and yield Reactants: NC1=C(C=C(C=C1Br)SCCCCOC=1C=CC2=C(C(OC(N2)=O)(C)C)C1)Br (6-[4-(4-amino-3,5-dibromo-phenylmercapto)-butoxy]-4,4-dimethyl-4H-3,1-benzoxazin-2-one), OO (hydrogen peroxide). Yields the product NC1=C(C=C(C=C1Br)S(=O)CCCCOC=1C=CC2=C(C(OC(N2)=O)(C)C)C1)Br (6-[4-(4-Amino-3,5-dibromo-phenylsulfinyl)-butoxy]-4,4-dimethyl-4H-3,1-benzoxazin-2-one). As a reaction SMILES: [NH2:1][C:2]1[C:7]([Br:8])=[CH:6][C:5]([S:9][CH2:10][CH2:11][CH2:12][CH2:13][O:14][C:15]2[CH:16]=[CH:17][C:18]3[NH:23][C:22](=[O:24])[O:21][C:20]([CH3:26])([CH3:25])[C:19]=3[CH:27]=2)=[CH:4][C:3]=1[Br:28].[OH:29]O>>[NH2:1][C:2]1[C:3]([Br:28])=[CH:4][C:5]([S:9]([CH2:10][CH2:11][CH2:12][CH2:13][O:14][C:15]2[CH:16]=[CH:17][C:18]3[NH:23][C:22](=[O:24])[O:21][C:20]([CH3:25])([CH3:26])[C:19]=3[CH:27]=2)=[O:29])=[CH:6][C:7]=1[Br:8]. Reported procedure: Prepared analogously to Example 2 from 6-[4-(4-amino-3,5-dibromo-phenylmercapto)-butoxy]-4,4-dimethyl-4H-3,1-benzoxazin-2-one and hydrogen peroxide.